The task is: describe an organic reaction: reactants, conditions, products, and yield. This data is from the Open Reaction Database (ORD), a public repository of structured organic reaction records. Starting materials: N[C@@H](C)C(=O)O (alanine), [OH-].[Na+] (sodium hydroxide), [N+](=O)([O-])C1=CC=C(C(=O)Cl)C=C1 (4-nitrobenzoyl chloride). Yields the product [N+](=O)([O-])C1=CC=C(C(=O)N[C@@H](C)C(=O)O)C=C1 (4-nitrobenzoylalanine). RXN SMILES: [NH2:1][C@H:2]([C:4]([OH:6])=[O:5])[CH3:3].[OH-].[Na+].[N+:9]([C:12]1[CH:20]=[CH:19][C:15]([C:16](Cl)=[O:17])=[CH:14][CH:13]=1)([O-:11])=[O:10]>>[N+:9]([C:12]1[CH:13]=[CH:14][C:15]([C:16]([NH:1][C@H:2]([C:4]([OH:6])=[O:5])[CH3:3])=[O:17])=[CH:19][CH:20]=1)([O-:11])=[O:10] |f:1.2|. Procedure details: A solution of 7 g. alanine in 65 ml. of 10% aqueous sodium hydroxide solution was treated portionwise, while stirring, with 12.5 g. finely powdered 4-nitrobenzoyl chloride. The reaction mixture was stirred at 5° C. for 20 hours, acidified and the precipitate isolated, washed with water and suction dried. Repeated fractional crystallisation from acetone-diethyl ether (2:1 v/v) gave 4-nitrobenzoylalanine; m.p. 199°-200° C. The reactants are ClC1=C(C=CC(=C1)F)C1(CCCC1)C(=O)O (1-(2-chloro-4-fluorophenyl)cyclopentanecarboxylic acid), NCCCN1CCC(CC1)C=1C=C(C=CC1)NC(C(C)C)=O (N-{3-[1-(3-aminopropyl)-4-piperidinyl]phenyl}-2-methylpropanamide). Product: ClC1=C(C=CC(=C1)F)C1(CCCC1)C(=O)NCCCN1CCC(CC1)C1=CC(=CC=C1)NC(C(C)C)=O (1-(2-CHLORO-4-FLUOROPHENYL)-N-(3-{4-[3-(ISOBUTYRYLAMINO)PHENYL]-1-PIPERIDINYL}PROPYL)CYCLOPENTANECARBOXAMIDE). RXN SMILES: [Cl:1][C:2]1[CH:7]=[C:6]([F:8])[CH:5]=[CH:4][C:3]=1[C:9]1([C:14]([OH:16])=O)[CH2:13][CH2:12][CH2:11][CH2:10]1.[NH2:17][CH2:18][CH2:19][CH2:20][N:21]1[CH2:26][CH2:25][CH:24]([C:27]2[CH:28]=[C:29]([NH:33][C:34](=[O:38])[CH:35]([CH3:37])[CH3:36])[CH:30]=[CH:31][CH:32]=2)[CH2:23][CH2:22]1>>[Cl:1][C:2]1[CH:7]=[C:6]([F:8])[CH:5]=[CH:4][C:3]=1[C:9]1([C:14]([NH:17][CH2:18][CH2:19][CH2:20][N:21]2[CH2:26][CH2:25][CH:24]([C:27]3[CH:32]=[CH:31][CH:30]=[C:29]([NH:33][C:34](=[O:38])[CH:35]([CH3:36])[CH3:37])[CH:28]=3)[CH2:23][CH2:22]2)=[O:16])[CH2:10][CH2:11][CH2:12][CH2:13]1. Procedure: Example 38 was prepared from 1-(2-chloro-4-fluorophenyl)cyclopentanecarboxylic acid and N-{3-[1-(3-aminopropyl)-4-piperidinyl]phenyl}-2-methylpropanamide according to the procedures described in Scheme 9: 1H NMR (400 MHz, CDCl3) δ 7.58(s, 1H), 7.52 (s, 1H), 7.45–7.36 (m, 1H), 7.34–7.29 (m, 1H), 7.23 (t, 1H, J=8.0 Hz), 7.17–7.13 (m, 1H), 6.95–6.90 (m, 2H), 6.00–5.94 (m, 1H), 3.30 (q, 2H, J=6.4 Hz), 2.92–2.84 (m, 2H), 2.57–2.38 (m, 3H), 2 .47–2.39 (m, 1H), 2.31 (t, 1H, J=7.2 Hz), 1.95–1.73 (m, 7H)...